From a dataset of the Open Reaction Database (ORD), a public repository of structured organic reaction records. describe an organic reaction: reactants, conditions, products, and yield Starting materials: CC(=O)O[BH-](OC(C)=O)OC(C)=O, C1CCOC1, CN(C)C1(c2ccccc2)CCC(=O)CC1, CC(=O)O, ClCCCl, [Na+], O, NCc1c[nH]c2ccccc12. Product: CN(C)C1(c2ccccc2)CCC(NCc2c[nH]c3ccccc23)CC1. As a reaction SMILES: [C:32]([O:33][BH-:34]([O:35][C:36](=[O:37])[CH3:38])[O:39][C:40](=[O:41])[CH3:42])(=[O:43])[CH3:44].[CH2:51]1[O:52][CH2:53][CH2:54][CH2:55]1.[CH3:12][N:13]([C:14]1([c:21]2[cH:22][cH:23][cH:24][cH:25][cH:26]2)[CH2:15][CH2:16][C:17](=[O:20])[CH2:18][CH2:19]1)[CH3:27].[CH3:28][C:29](=[O:30])[OH:31].[Cl:46][CH2:47][CH2:48][Cl:49].[Na+:45].[OH2:50].[nH:1]1[cH:2][c:3]([CH2:10][NH2:11])[c:4]2[cH:5][cH:6][cH:7][cH:8][c:9]12>>[nH:1]1[cH:2][c:3]([CH2:10][NH:11][CH:17]2[CH2:16][CH2:15][C:14]([N:13]([CH3:12])[CH3:27])([c:21]3[cH:22][cH:23][cH:24][cH:25][cH:26]3)[CH2:19][CH2:18]2)[c:4]2[cH:5][cH:6][cH:7][cH:8][c:9]12. Reactants: [Mg] (magnesium), BrC1=CC=C(C=C1)OCC (4-bromophenetol), Grignard reagent, B(OC(C)C)(OC(C)C)OC(C)C (triisopropyl borate). Run in C1CCOC1 (THF). Conditions: time 3 hour. Product: C(C)OC1=CC=C(C=C1)B(O)O (4-Ethoxybenzeneboronic Acid). Isolated yield 67.4%. As a reaction SMILES: [Mg].Br[C:3]1[CH:8]=[CH:7][C:6]([O:9][CH2:10][CH3:11])=[CH:5][CH:4]=1.[B:12](OC(C)C)([O:17]C(C)C)[O:13]C(C)C>C1COCC1>[CH2:10]([O:9][C:6]1[CH:7]=[CH:8][C:3]([B:12]([OH:17])[OH:13])=[CH:4][CH:5]=1)[CH3:11]. Procedure details: A one-necked, 25-mL, round-bottomed flask equipped with a reflux condenser fitted with an argon inlet adapter was charged with magnesium powder (0.255 g, 10.5 mmol, -50 mesh), 7 mL THF, and 4-bromophenetol (1.41 g, 1.00 mL, 7.00 mmol). The resulting mixture was heated to reflux for 3 h. A second one-necked, 25-mL, round- bottomed flask equipped with a rubber septum and an argon inlet needle was charged with triisopropyl borate (3.95 g, 4.85 mL, 21.00 mmol) and cooled to -78° C. while the Grignar... Starting materials: ClC1=CC=C(C=2N3C(=NC21)N(CCCC3)C=3C(=CC(=NC3)N(C)C)C)C(CC)CC (5-[10-chloro-7-(1-ethylpropyl)-2,3,4,5-tetrahydro-1H-[1,3]diazepino[1,2-a]benzimidazol-1-yl]-N,N,4-trimethylpyridin-2-amine), ClC1=CC(=CC=C1)C(=O)OO (m-chloroperbenzoic acid). Run in ClCCl (dichloromethane). Run at time 2 hour. Yields the product ClC1=CC=C(C=2N3C(=NC21)N(CCCC3)C3=C(C=C([N+](=C3)[O-])N(C)C)C)C(CC)CC (5-[10-Chloro-7-(1-ethylpropyl)-2,3,4,5-tetrahydro-1H-[1,3]diazepino[1,2-a]benzimidazol-1-yl]-N,N,4-trimethylpyridin-2-amine 1-oxide). Yield: 67.8%. As a reaction SMILES: [Cl:1][C:2]1[C:10]2[N:9]=[C:8]3[N:11]([C:16]4[C:17]([CH3:25])=[CH:18][C:19]([N:22]([CH3:24])[CH3:23])=[N:20][CH:21]=4)[CH2:12][CH2:13][CH2:14][CH2:15][N:7]3[C:6]=2[C:5]([CH:26]([CH2:29][CH3:30])[CH2:27][CH3:28])=[CH:4][CH:3]=1.ClC1C=CC=C(C(OO)=[O:39])C=1>ClCCl>[Cl:1][C:2]1[C:10]2[N:9]=[C:8]3[N:11]([C:16]4[CH:21]=[N+:20]([O-:39])[C:19]([N:22]([CH3:24])[CH3:23])=[CH:18][C:17]=4[CH3:25])[CH2:12][CH2:13][CH2:14][CH2:15][N:7]3[C:6]=2[C:5]([CH:26]([CH2:29][CH3:30])[CH2:27][CH3:28])=[CH:4][CH:3]=1. Procedure: To a solution of 5-[10-chloro-7-(1-ethylpropyl)-2,3,4,5-tetrahydro-1H-[1,3]diazepino[1,2-a]benzimidazol-1-yl]-N,N,4-trimethylpyridin-2-amine (43 mg, 0.10 mmol) in dichloromethane (2 mL) was added m-chloroperbenzoic acid (27 mg, 0.11 mmol) at 0° C. The mixture was warmed to room temperature and stirred for 2 hr. The reaction mixture was purified by flash chromatography on NH-silica gel eluting with a 0-20% methanol/ethyl acetate gradient mixture. The filtrate was concentrated in vacuo to give a s... Reactants: C, CO, [Pd], CC(=O)NCC=C1CCc2ccc3nc(CCCCc4ccccc4)oc3c21. Reaction SMILES: [C:31].[CH3:29][OH:30].[Pd:32].[c:1]1([CH2:7][CH2:8][CH2:9][CH2:10][c:11]2[o:12][c:13]3[c:14]([n:15]2)[cH:16][cH:17][c:18]2[c:22]3[C:21](=[CH:23][CH2:24][NH:25][C:26]([CH3:27])=[O:28])[CH2:20][CH2:19]2)[cH:2][cH:3][cH:4][cH:5][cH:6]1>>[c:1]1([CH2:7][CH2:8][CH2:9][CH2:10][c:11]2[o:12][c:13]3[c:14]([n:15]2)[cH:16][cH:17][c:18]2[c:22]3[CH:21]([CH2:23][CH2:24][NH:25][C:26]([CH3:27])=[O:28])[CH2:20][CH2:19]2)[cH:2][cH:3][cH:4][cH:5][cH:6]1. Product: CC(=O)NCCC1CCc2ccc3nc(CCCCc4ccccc4)oc3c21. Starting materials: O1CCCC1 (tetrahydrofuran), C(=O)(OC(C)(C)C)OC(=O)OC(C)(C)C (di-tert-butyl dicarbonate), O1CCCC1 (tetrahydrofuran), C(CCC)[Sn](C#C)(CCCC)CCCC (tri-n-butylethynyl tin), [N+](=O)([O-])CCC1=CC=C(COC2=NC=CC=C2)C=C1 (2-(4-(2-nitro-ethyl)-benzyloxy)-pyridine). RXN SMILES: O1CCCC1.[CH2:6]([Sn:10]([CH2:17][CH2:18][CH2:19][CH3:20])([CH2:13][CH2:14][CH2:15][CH3:16])[C:11]#[CH:12])[CH2:7][CH2:8][CH3:9].[N+:21]([CH2:24][CH2:25][C:26]1[CH:39]=[CH:38][C:29]([CH2:30][O:31][C:32]2[CH:37]=[CH:36][CH:35]=[CH:34][N:33]=2)=[CH:28][CH:27]=1)([O-:23])=O.C(OC(OC(C)(C)C)=O)(OC(C)(C)C)=O>CN(C)C1C=CN=CC=1.O.C(OCC)(=O)C>[CH2:17]([Sn:10]([CH2:13][CH2:14][CH2:15][CH3:16])([CH2:6][CH2:7][CH2:8][CH3:9])[C:11]1[O:23][N:21]=[C:24]([CH2:25][C:26]2[CH:39]=[CH:38][C:29]([CH2:30][O:31][C:32]3[CH:37]=[CH:36][CH:35]=[CH:34][N:33]=3)=[CH:28][CH:27]=2)[CH:12]=1)[CH2:18][CH2:19][CH3:20]. The reagents and catalysts are CN(C1=CC=NC=C1)C (4-dimethylaminopyridine). Reaction conditions: time 15 hour. Yield: 100.2%. Solvent: O (water), C(C)(=O)OCC (Ethyl acetate). Procedure: To a tetrahydrofuran solution (90 mL) of tri-n-butylethynyl tin (3 g), the 2-(4-(2-nitro-ethyl)-benzyloxy)-pyridine (4.9 g) described in Manufacturing Example 2-1-4 and 4-dimethylaminopyridine (116 mg) was added a tetrahydrofuran solution (30 mL) of di-tert-butyl dicarbonate (7.3 g), which was stirred at room temperature for 15 hours. Ethyl acetate and water were added to the mixture. The organic layer was isolated, washed with water and saturated aqueous sodium chloride, dried over anhydrous ma... Yields the product C(CCC)[Sn](C1=CC(=NO1)CC1=CC=C(COC2=NC=CC=C2)C=C1)(CCCC)CCCC (2-(4-(5-Tributylstannyl-isoxazol-3-ylmethyl)-benzyloxy)-pyridine).